From a dataset of the Open Reaction Database (ORD), a public repository of structured organic reaction records. describe an organic reaction: reactants, conditions, products, and yield Reactants: C(C)(=O)OCC (ethyl acetate), COC(C1=C(C=CC=C1I)CBr)=O (2-bromomethyl-6-iodo-benzoic acid methyl ester), FC1=CC=C(CN)C=C1 (4-fluoro-benzylamine), IC2CO3. Solvent: C1(=CC=CC=C1)C (toluene), CCCCCC (hexane). Conditions: temperature 100 celsius, time 2 hour. The product is FC1=CC=C(CN2C(C3=C(C=CC=C3C2)I)=O)C=C1 (2-(4-fluoro-benzyl)-7-iodo-2,3-dihydro-isoindol-1-one). The yield is 39.9%. Reaction SMILES: CO[C:3](=[O:13])[C:4]1[C:9]([I:10])=[CH:8][CH:7]=[CH:6][C:5]=1[CH2:11]Br.[F:14][C:15]1[CH:22]=[CH:21][C:18]([CH2:19][NH2:20])=[CH:17][CH:16]=1.C(OCC)(=O)C>C1(C)C=CC=CC=1.CCCCCC>[F:14][C:15]1[CH:22]=[CH:21][C:18]([CH2:19][N:20]2[CH2:11][C:5]3[C:4](=[C:9]([I:10])[CH:8]=[CH:7][CH:6]=3)[C:3]2=[O:13])=[CH:17][CH:16]=1. Procedure details: A mixture of 2-bromomethyl-6-iodo-benzoic acid methyl ester (0.200 g, 0.56 mmol), 4-fluoro-benzylamine (0.7 mmol), and IC2CO3 (0.166 g, 1.2 mmol) in toluene (5 mL) was heated with stirring at 100° C. for 2 h. Workup and silica gel column chromatography using 30% ethyl acetate in hexane afforded 2-(4-fluoro-benzyl)-7-iodo-2,3-dihydro-isoindol-1-one (0.082 g, 40%). 1H NMR (300 MHz, CDCl3): δ (ppm) 4.16 (s, 2H), 4.75 (s, 2H), 7.01 (t, 2H), 7.28-7.40 (m, 4H), 7.89 (d, 1H). GC-MS: m/z 367 (M)+. The reactants are ClCCl.CO (dichloromethane MeOH), C(C1=CC=CC=C1)OC(=O)N1[C@H](C(N(CC1)CCCCC(=O)O)=O)C ((S)-4-(4-carboxy-butyl)-2-methyl-3-oxo-piperazine-1-carboxylic acid benzyl ester), C1CC12[C@@H](CNCC2)O ((S)-6-aza-spiro[2.5]octan-4-ol). Procedure details: In analogy to the procedure described in Example 15, (S)-4-(4-carboxy-butyl)-2-methyl-3-oxo-piperazine-1-carboxylic acid benzyl ester and 1.1 eq. of (S)-6-aza-spiro[2.5]octan-4-ol; hydrochloride (intermediate 2) gave after flash chromatography (SiO2, dichloromethane/MeOH 100% dichloromethane to 85/15) the titled compound in 61% yield as light yellow amorphous solid. MS: 458.26 (MH+). Yields the product Cl (hydrochloride), C(C1=CC=CC=C1)OC(=O)N1[C@H](C(N(CC1)CCCCC(=O)N1C[C@H](C2(CC2)CC1)O)=O)C ((S)-4-[5-((S)-4-Hydroxy-6-aza-spiro[2.5]oct-6-yl)-5-oxo-pentyl]-2-methyl-3-oxo-piperazine-1-carboxylic acid benzyl ester). Reaction SMILES: [CH2:1]([O:8][C:9]([N:11]1[CH2:16][CH2:15][N:14]([CH2:17][CH2:18][CH2:19][CH2:20][C:21]([OH:23])=O)[C:13](=[O:24])[C@@H:12]1[CH3:25])=[O:10])[C:2]1[CH:7]=[CH:6][CH:5]=[CH:4][CH:3]=1.[CH2:26]1[C:28]2([CH2:33][CH2:32][NH:31][CH2:30][C@H:29]2[OH:34])[CH2:27]1.[Cl:35]CCl.CO>>[ClH:35].[CH2:1]([O:8][C:9]([N:11]1[CH2:16][CH2:15][N:14]([CH2:17][CH2:18][CH2:19][CH2:20][C:21]([N:31]2[CH2:32][CH2:33][C:28]3([CH2:26][CH2:27]3)[C@H:29]([OH:34])[CH2:30]2)=[O:23])[C:13](=[O:24])[C@@H:12]1[CH3:25])=[O:10])[C:2]1[CH:3]=[CH:4][CH:5]=[CH:6][CH:7]=1 |f:2.3|. Starting materials: C([O-])(O)=O.[Na+] (sodium bicarbonate), CC1=C(C=C(C=C1)C)NC(=O)N1CCC(CC1)C(N)=S (N-(2,5-dimethylphenyl)-4-thiocarbamoylpiperidine carboxamide), CC1=C(C=C(C=C1)C)NC(=O)N1CCC(CC1)C(N)=S (N-(2,5-dimethylphenyl)-4-thiocarbamoylpiperidine-carboxamide), BrCC(=O)C1=NO[C@H](C1)C1=CC=CC=C1 (2-bromo-1-[(5R)-4,5-dihydro-5-phenyl-3-isoxazolyl]ethanone). The solvent is CC(=O)C (acetone). Conditions: temperature 45 celsius, time 16 hour. Yields the product C1(=CC=CC=C1)[C@H]1CC(=NO1)C=1N=C(SC1)C1CCN(CC1)C1(C(C=CC(=C1)C)C)NC=O (1-[4-[4-[(5R)-4,5-dihydro-5-phenyl-3-isoxazolyl]-2-thiazolyl]-1-piperidinyl]-N-[2,5-dimethylphenyl]carboxamide). As a reaction SMILES: CC1C=CC(C)=CC=1[NH:9][C:10]([N:12]1[CH2:17][CH2:16][CH:15]([C:18](=[S:20])[NH2:19])[CH2:14][CH2:13]1)=O.Br[CH2:22][C:23]([C:25]1[CH2:29][C@H:28]([C:30]2[CH:35]=[CH:34][CH:33]=[CH:32][CH:31]=2)[O:27][N:26]=1)=O.[C:36](=[O:39])(O)[O-].[Na+]>CC(C)=O>[C:30]1([C@@H:28]2[O:27][N:26]=[C:25]([C:23]3[N:19]=[C:18]([CH:15]4[CH2:14][CH2:13][N:12]([C:10]5([NH:9][CH:36]=[O:39])[CH:31]=[C:30]([CH3:35])[CH:28]=[CH:29][CH:25]5[CH3:23])[CH2:17][CH2:16]4)[S:20][CH:22]=3)[CH2:29]2)[CH:35]=[CH:34][CH:33]=[CH:32][CH:31]=1 |f:2.3|. Procedure details: A mixture of N-(2,5-dimethylphenyl)-4-thiocarbamoylpiperidine carboxamide (i.e. the product of Example 14, Step B) (291 mg, 1.0 mmol) and 409 (i.e. the product of Example 12, Step E) (268 mg, 1.0 mmol) in acetone (10 mL) was vortexed for 16 h and then heated at 45° C. for 1 h. The reaction mixture was allowed to cool to room temperature, treated with solid sodium bicarbonate (168 mg, 2.0 mmol), and stirred for 1 h. The reaction mixture was then concentrated under reduced pressure, diluted with e...